Task: describe an organic reaction: reactants, conditions, products, and yield. Dataset: the Open Reaction Database (ORD), a public repository of structured organic reaction records Reaction SMILES: P(=O)(O)(O)O.C([C:8]([C:18]1[CH:23]=[CH:22][CH:21]=[CH:20][CH:19]=1)([CH2:13][CH:14]=[C:15]([CH3:17])[CH3:16])[C:9](=[O:12])[CH2:10][CH3:11])#N.Br>C(O)(=O)C>[CH3:17][C:15]1([CH3:16])[C:19]2[C:18](=[CH:23][CH:22]=[CH:21][CH:20]=2)[CH:8]([C:9](=[O:12])[CH2:10][CH3:11])[CH2:13][CH2:14]1. Yields the product CC1(CCC(C2=CC=CC=C12)C(CC)=O)C (1,1-dimethyl-4-propionyl-tetralin). Reactants: Br (hydrobromic acid), P(O)(O)(O)=O (phosphoric acid), C(#N)C(C(CC)=O)(CC=C(C)C)C1=CC=CC=C1 (4-cyano-7-methyl-4-phenyl-oct-6-en-3-one), Br (hydrobromic acid). Solvent: C(C)(=O)O (acetic acid), C(C)(=O)O (acetic acid). Procedure: In a 3-liter flask provided with a thermometer and stirrer 200 g of phosphorus pentoxide are added while cooling to 500 g of 85% phosphoric acid and subsequently 150 g of 4-cyano-7-methyl-4-phenyl-oct-6-en-3-one are added at ca. 50° C. The mixture is stirred at 105° C. until starting material is no longer present (gas chromatography/thin-layer). 1000 g of 48% hydrobromic acid and 500 g of glacial acetic acid are then added. After 12 hours, a further 200 g of 48% hydrobromic acid and 100 g of gla... Yield: 23.8%. Reaction conditions: temperature 105 celsius, time 12 hour.